This data is from the Open Reaction Database (ORD), a public repository of structured organic reaction records. The task is: describe an organic reaction: reactants, conditions, products, and yield The reactants are Cl.O1CCOCC1 (HCl dioxane), O=C1[C@@H](CN(C2=C(N1)C=CC=C2)C2CCCCC2)NC(=O)OC(C)(C)C ((R)-(−)-2-oxo-3-tert-butoxycarbonylamino-5-cyclohexyl-1,3,4,5-tetrahydro-2H-1,5-benzodiazepine). Solvent: C(C)O (ethanol). Conditions: time 1 hour. Yields the product O=C1[C@@H](CN(C2=C(N1)C=CC=C2)C2CCCCC2)N ((R)-(−)-2-oxo-3-amino-5-cyclohexyl-1,3,4,5-tetrahydro-2H-1,5-benzodiazepine). The yield is 57.0%. As a reaction SMILES: Cl.O1CCOCC1.[O:8]=[C:9]1[NH:15][C:14]2[CH:16]=[CH:17][CH:18]=[CH:19][C:13]=2[N:12]([CH:20]2[CH2:25][CH2:24][CH2:23][CH2:22][CH2:21]2)[CH2:11][C@H:10]1[NH:26]C(OC(C)(C)C)=O>C(O)C>[O:8]=[C:9]1[NH:15][C:14]2[CH:16]=[CH:17][CH:18]=[CH:19][C:13]=2[N:12]([CH:20]2[CH2:25][CH2:24][CH2:23][CH2:22][CH2:21]2)[CH2:11][C@H:10]1[NH2:26] |f:0.1|. Procedure: 4N HCl-dioxane (10 ml) was added to a solution of (R)-(−)-2-oxo-3-tert-butoxycarbonylamino-5-cyclohexyl-1,3,4,5-tetrahydro-2H-1,5-benzodiazepine (5.11 g) in ethanol (15 ml), and the mixture was stirred at 50: for one hour. After allowed to cool, the reaction mixture was concentrated under reduced pressure, the residue was neutralized with saturated aqueous sodium bicarbonate, and extracted with chloroform. The organic layer was washed with saturated brine, dried over anhydrous sodium sulfate. Th... The reactants are CC(C)(C)OC(=O)N1CC2CC1CN2c1cncc(OCc2ccccc2)c1, CCO. Product: CC(C)(C)OC(=O)N1CC2CC1CN2c1cncc(O)c1. As a reaction SMILES: [CH2:1]([c:2]1[cH:3][cH:4][cH:5][cH:6][cH:7]1)[O:8][c:9]1[cH:10][c:11]([N:15]2[CH:16]3[CH2:17][N:18]([C:22](=[O:23])[O:24][C:25]([CH3:26])([CH3:27])[CH3:28])[CH:19]([CH2:20]2)[CH2:21]3)[cH:12][n:13][cH:14]1.[CH3:29][CH2:30][OH:31]>>[OH:8][c:9]1[cH:10][c:11]([N:15]2[CH:16]3[CH2:17][N:18]([C:22](=[O:23])[O:24][C:25]([CH3:26])([CH3:27])[CH3:28])[CH:19]([CH2:20]2)[CH2:21]3)[cH:12][n:13][cH:14]1. Reactants: C(C=C)N(CC(=O)C=1SC(=CC1)F)CC=C (2-(diallylamino)-1-(5-fluoro-2-thienyl)ethanone), N1=CC=CC=C1 (pyridine), Cl.NO (hydroxylamine hydrochloride). The solvent is C(C)O (ethanol). Reaction conditions: temperature 70 celsius. Product: FC1=CC=C(S1)C(CN(CC=C)CC=C)=NO (N-[2-(5-Fluorothiophen-2-yl)-2-(hydroxyimino)ethyl]-N-(prop-2-en-1-yl)prop-2-en-1-amine). The yield is 98.7%. As a reaction SMILES: [CH2:1]([N:4]([CH2:14][CH:15]=[CH2:16])[CH2:5][C:6]([C:8]1[S:9][C:10]([F:13])=[CH:11][CH:12]=1)=O)[CH:2]=[CH2:3].N1C=CC=CC=1.Cl.[NH2:24][OH:25]>C(O)C>[F:13][C:10]1[S:9][C:8]([C:6](=[N:24][OH:25])[CH2:5][N:4]([CH2:14][CH:15]=[CH2:16])[CH2:1][CH:2]=[CH2:3])=[CH:12][CH:11]=1 |f:2.3|. Procedure details: To a stirred solution of 2-(diallylamino)-1-(5-fluoro-2-thienyl)ethanone (4.051 g, 16.93 mmol) in ethanol (34 mL) under nitrogen is added pyridine (4.8 mL, 59.2 mmol) and hydroxylamine hydrochloride (2.94 g, 42.3 mmol). The mixture is heated to 70° C. for 4 hours. The mixture is allowed to cool and then concentrated under reduced pressure. The residue is diluted with ethyl acetate (100 mL) and water (50 mL). The phases are separated and the aqueous phase extracted with ethyl acetate (50 mL). The... The reactants are S1C=C(C=C1)C(=O)O (3-thiophenecarboxylic acid), C(C)#N (acetonitrile), N,N'-carbonyldiimidazole, NC1=NC2=NC(=CC=C2C=C1)OC1=CC=CC=C1 (2-amino-7-phenoxy-1,8-naphthyridine). Run in O (water). Reaction conditions: temperature 4 celsius. Yields the product O(C1=CC=CC=C1)C1=CC=C2C=CC(=NC2=N1)NC(=O)C1=CSC=C1 (N-(7-Phenoxy-1,8-naphthyridin-2-yl)-3-thiophenecarboxamide). The yield is 67.5%. Reaction SMILES: [S:1]1[CH:5]=[CH:4][C:3]([C:6]([OH:8])=O)=[CH:2]1.[NH2:9][C:10]1[CH:19]=[CH:18][C:17]2[C:12](=[N:13][C:14]([O:20][C:21]3[CH:26]=[CH:25][CH:24]=[CH:23][CH:22]=3)=[CH:15][CH:16]=2)[N:11]=1.C(#N)C>O>[O:20]([C:14]1[N:13]=[C:12]2[C:17]([CH:18]=[CH:19][C:10]([NH:9][C:6]([C:3]3[CH:4]=[CH:5][S:1][CH:2]=3)=[O:8])=[N:11]2)=[CH:16][CH:15]=1)[C:21]1[CH:22]=[CH:23][CH:24]=[CH:25][CH:26]=1. Procedure details: The procedure is similar to that described in Example 1, but starting with 3-thiophenecarboxylic acid (5 g), N,N'-carbonyldiimidazole (6.3 g) and 2-amino-7-phenoxy-1,8-naphthyridine (8.3 g). The product produced by precipitation in water (11.6 g; m.p. 110° C.) is dissolved in boiling acetonitrile (50 cc). After 2 hours' cooling at 4° C., the crystallised solid is separated by filtration, washed with diisopropyl ether (3×10 cc) and dried at 35° C. under reduced pressure (0.067 kPa). N-(7-Phenoxy-... Reactants: C(CCCCCCCCCCCCCCCCC)(=O)OC (methyl octadecanoate), CN1C(CC(CC1(C)C)O)(C)C (1,2,2,6,6-pentamethyl-4-piperidinol). Reagents/catalysts: CC(C)[O-].CC(C)[O-].CC(C)[O-].CC(C)[O-].[Ti+4] (tetraisopropyl titanate). Product: C(CCCCCCCCCCCCCCCCC)(=O)OC1CC(N(C(C1)(C)C)C)(C)C (1,2,2,6,6-Pentamethyl-4-Piperidinyl Octadecanoate). As a reaction SMILES: [C:1]([O:20][CH3:21])(=[O:19])[CH2:2][CH2:3][CH2:4][CH2:5][CH2:6][CH2:7][CH2:8][CH2:9][CH2:10][CH2:11][CH2:12][CH2:13][CH2:14][CH2:15][CH2:16][CH2:17][CH3:18].[CH3:22][N:23]1[C:28]([CH3:30])([CH3:29])[CH2:27]C(O)[CH2:25][C:24]1([CH3:33])[CH3:32]>CC([O-])C.CC([O-])C.CC([O-])C.CC([O-])C.[Ti+4]>[C:1]([O:20][CH:21]1[CH2:27][C:28]([CH3:30])([CH3:29])[N:23]([CH3:22])[C:24]([CH3:33])([CH3:32])[CH2:25]1)(=[O:19])[CH2:2][CH2:3][CH2:4][CH2:5][CH2:6][CH2:7][CH2:8][CH2:9][CH2:10][CH2:11][CH2:12][CH2:13][CH2:14][CH2:15][CH2:16][CH2:17][CH3:18] |f:2.3.4.5.6|. Procedure: In a 250-ml three-necked flask equipped with a KPG stirrer, internal thermometer, and short helical glass column followed by a Liebig condenser, 74.6 g methyl octadecanoate and 64.2 g 1,2,2,6,6-pentamethyl-4-piperidinol were heated 6 hr at 200° C. in the presence of 1 g tetraisopropyl titanate, with a gentle nitrogen stream being passed through the reaction mixture A 28 g amount of a distillate was obtained.